Dataset: the Open Reaction Database (ORD), a public repository of structured organic reaction records. Task: describe an organic reaction: reactants, conditions, products, and yield Starting materials: C(C)(=O)O[BH-](OC(C)=O)OC(C)=O.[Na+] (sodium triacetoxyborohydride), C(=O)C1=CC=C(C=C1)C1=C(C(=CC=C1)CCC(=O)OCC)OCCCOC (Ethyl 3-[4′-formyl-2-(3-methoxypropoxy)biphenyl yl]propanoate), C(C)(=O)O (acetic acid), N1CCCCC1 (piperidine), C([O-])(O)=O.[Na+] (sodium bicarbonate). Run in ClC(C)Cl (dichloroethane). Conditions: time 8 hour. Product: COCCCOC1=C(C=CC(=C1)CCC(=O)OCC)C1=CC=C(C=C1)CN1CCCCC1 (Ethyl 3-[2-(3-methoxypropoxy)-4′-(piperidin-1-ylmethyl)biphenyl-4-yl]propanoate). Yield: 80.0%. RXN SMILES: [CH:1]([C:3]1[CH:8]=[CH:7][C:6]([C:9]2[CH:14]=[CH:13][CH:12]=[C:11](CCC(OCC)=O)[C:10]=2[O:22][CH2:23][CH2:24][CH2:25][O:26][CH3:27])=[CH:5][CH:4]=1)=O.[C:28]([OH:31])(=[O:30])[CH3:29].[NH:32]1[CH2:37][CH2:36][CH2:35][CH2:34][CH2:33]1.[C:38](O[BH-](OC(=O)C)OC(=O)C)(=O)[CH3:39].[Na+].[C:52](=O)(O)[O-].[Na+]>ClC(Cl)C>[CH3:27][O:26][CH2:25][CH2:24][CH2:23][O:22][C:10]1[CH:11]=[C:12]([CH2:52][CH2:29][C:28]([O:31][CH2:38][CH3:39])=[O:30])[CH:13]=[CH:14][C:9]=1[C:6]1[CH:7]=[CH:8][C:3]([CH2:1][N:32]2[CH2:37][CH2:36][CH2:35][CH2:34][CH2:33]2)=[CH:4][CH:5]=1 |f:3.4,5.6|. Procedure: Ethyl 3-[4′-formyl-2-(3-methoxypropoxy)biphenyl yl]propanoate (1 g, 2.7 mmol) was dissolved in dichloroethane (20 mL). At 0° C., acetic acid (0.02 mL, 0.4 mmol) was added, followed by piperidine (0.25 g, 3 mmol) and sodium triacetoxyborohydride (0.86 g, 4 mmol) portionwise. The mixture was stirred at room temperature overnight. At, 0° C., saturated aqueous sodium bicarbonate solution was added. The aqueous layer was extracted three times with dichloromethane. The combined organic layers were was...